From a dataset of the Open Reaction Database (ORD), a public repository of structured organic reaction records. describe an organic reaction: reactants, conditions, products, and yield Reactants: C(C)(C)(C)C1=CC=C(C(=O)Cl)C=C1 (4-tert-butylbenzoyl chloride), N1=CC=CC=C1 (Pyridine), CC(C(C(=O)OC)NC(=O)C=1SC(=CN1)C1=CC=C(C=C1)[N+](=O)[O-])C (Methyl 3-methyl-2-(5-(4-nitrophenyl)thiazole-2-carboxamido)butanoate), CC(C(C(=O)OC)NC(=O)C=1SC(=CN1)C1=CC=C(C=C1)[N+](=O)[O-])C (Methyl 3-methyl-2-(5-(4-nitrophenyl)thiazole-2-carboxamido)butanoate). Run in C(Cl)Cl (DCM). Run at time 5 minute. Product: C(C)(C)(C)C1=CC=C(C(=O)NC2=CC=C(C=C2)C2=CN=C(S2)C(=O)NC(C(=O)OC)C(C)C)C=C1 (Methyl 2-(5-(4-(4-tert-butylbenzamido)phenyl)thiazole-2-carboxamido)-3-methylbutanoate). Reaction SMILES: N1C=CC=CC=1.[CH3:7][CH:8]([CH3:31])[CH:9]([NH:14][C:15]([C:17]1[S:18][C:19]([C:22]2[CH:27]=[CH:26][C:25]([N+:28]([O-])=O)=[CH:24][CH:23]=2)=[CH:20][N:21]=1)=[O:16])[C:10]([O:12][CH3:13])=[O:11].[C:32]([C:36]1[CH:44]=[CH:43][C:39]([C:40](Cl)=[O:41])=[CH:38][CH:37]=1)([CH3:35])([CH3:34])[CH3:33]>C(Cl)Cl>[C:32]([C:36]1[CH:37]=[CH:38][C:39]([C:40]([NH:28][C:25]2[CH:26]=[CH:27][C:22]([C:19]3[S:18][C:17]([C:15]([NH:14][CH:9]([CH:8]([CH3:31])[CH3:7])[C:10]([O:12][CH3:13])=[O:11])=[O:16])=[N:21][CH:20]=3)=[CH:23][CH:24]=2)=[O:41])=[CH:43][CH:44]=1)([CH3:35])([CH3:33])[CH3:34]. Procedure: Pyridine (0.11 ml) was added to a solution of methyl 2-(5-(4-aminophenyl)thiazole-2-carboxamido)-3-methylbutanoate (Intermediate 2, 150 mg) in DCM (3 ml) and the reaction mixture was stirred for 5 minutes. 4-tert-butylbenzoyl chloride (0.125 ml) was then added and the reaction mixture was stirred for 1 h. The reaction mass was quenched with water. The organic layer was dried over Na2SO4 and evaporated under reduced pressure to get dark brown solid which was purified by silica gel column chromato... Reactants: C1=CC=CC=2SC3=CC=CC=C3NC12 (phenothiazine), C1(=CC=CC=C1)C=1NC2=C(N1)C=CC=C2 (2-phenyl-benzimidazole). Yields the product C1(=CC=CC=C1)NC1=CC=C(C=C1)NC1=CC=CC=C1 (N,N'-di-phenyl-p-phenylenediamine). Reaction SMILES: [CH:1]1[C:14]2[NH:13][C:12]3[C:7](=[CH:8][CH:9]=[CH:10][CH:11]=3)S[C:5]=2[CH:4]=[CH:3][CH:2]=1.C1(C2[NH:22][C:23]3[CH:29]=[CH:28][CH:27]=[CH:26][C:24]=3N=2)C=CC=CC=1>>[C:14]1([NH:13][C:12]2[CH:7]=[CH:8][C:9]([NH:22][C:23]3[CH:29]=[CH:28][CH:27]=[CH:26][CH:24]=3)=[CH:10][CH:11]=2)[CH:5]=[CH:4][CH:3]=[CH:2][CH:1]=1. Reported procedure: phenothiazine, 2-phenyl-benzimidazole The reactants are S(=O)(=O)(O)O.CN1C=NC2=C1C=C(C=C2)C(=O)OC (methyl 1-methylbenzimidazole-6-carboxylate sulfate). Reagents/catalysts: [C].[Pd] (palladium carbon). Solvent: C(C)(=O)O (acetic acid). The product is CN1C=NC2=C1CC(CC2)C(=O)OC (methyl 1-methyl-4,5,6,7-tetrahydrobenzimidazole-6-carboxylate). The yield is 91.9%. Reaction SMILES: S(O)(O)(=O)=O.[CH3:6][N:7]1[C:11]2[CH:12]=[C:13]([C:16]([O:18][CH3:19])=[O:17])[CH:14]=[CH:15][C:10]=2[N:9]=[CH:8]1>C(O)(=O)C.[C].[Pd]>[CH3:6][N:7]1[C:11]2[CH2:12][CH:13]([C:16]([O:18][CH3:19])=[O:17])[CH2:14][CH2:15][C:10]=2[N:9]=[CH:8]1 |f:0.1,3.4|. Procedure: A solution of 3.39 g of methyl 1-methylbenzimidazole-6-carboxylate sulfate in 70 ml of acetic acid was catalytically hydrogenated at 90° C. for 6 hours under 60 atms using 1.9 g of 5% palladium carbon as a catalyst. Ater the catalyst was filtered off and the reaction solution was concentrated under reduced pressure, ethyl acetate was added to the concentrate followed by extraction with 0.5 N HCl. The aqueous phase was rendered alkaline with potassium carbonate and extracted with chloroform. The ...